From a dataset of the Open Reaction Database (ORD), a public repository of structured organic reaction records. describe an organic reaction: reactants, conditions, products, and yield Reactants: ClC1=C(C(=O)O)C=CC=C1Cl (2,3-dichlorobenzoic acid), FC(C1=NC=C(C=N1)C1(CCC(CC1)(F)F)CN)F ((1-(2-(difluoromethyl)pyrimidin-5-yl)-4,4-difluorocyclohexyl)methanamine). The product is ClC1=C(C(=O)NCC2(CCC(CC2)(F)F)C=2C=NC(=NC2)C(F)F)C=CC=C1Cl (2,3-dichloro-N-((4,4-difluoro-1-(2-(difluoromethyl)pyrimidin-5-yl)cyclohexyl)methyl)benzamide). As a reaction SMILES: [Cl:1][C:2]1[C:10]([Cl:11])=[CH:9][CH:8]=[CH:7][C:3]=1[C:4]([OH:6])=O.[F:12][CH:13]([F:30])[C:14]1[N:19]=[CH:18][C:17]([C:20]2([CH2:28][NH2:29])[CH2:25][CH2:24][C:23]([F:27])([F:26])[CH2:22][CH2:21]2)=[CH:16][N:15]=1>>[Cl:1][C:2]1[C:10]([Cl:11])=[CH:9][CH:8]=[CH:7][C:3]=1[C:4]([NH:29][CH2:28][C:20]1([C:17]2[CH:16]=[N:15][C:14]([CH:13]([F:30])[F:12])=[N:19][CH:18]=2)[CH2:25][CH2:24][C:23]([F:26])([F:27])[CH2:22][CH2:21]1)=[O:6]. Procedure: From 2,3-dichlorobenzoic acid and (1-(2-(difluoromethyl)pyrimidin-5-yl)-4,4-difluorocyclohexyl)methanamine. LCMS (MH+): m/z=450.1, tR (minutes, Method F)=2.98 The reactants are COC(CNC(C1=C(C=C(C(=C1)Cl)OC1=C(C=NC=C1)C(=O)N1CCN(C2=CC=CC=C12)C1CC1)Cl)=O)=O ({2,5-Dichloro-4-[3-(4-cyclopropyl-3,4-dihydro-2H-quinoxaline-1-carbonyl)-pyridin-4-yloxy]-benzoylamino}-acetic acid methyl ester), NCC1=NN=NN1 (5-(aminomethyl)-tetrazole). Yields the product ClC1=C(C(=O)NCC2=NN=NN2)C=C(C(=C1)OC1=C(C=NC=C1)C(=O)N1CCN(C2=CC=CC=C12)C1CC1)Cl (2,5-Dichloro-4-[3-(4-cyclopropyl-3,4-dihydro-2H-quinoxaline-1-carbonyl)-pyridin-4-yloxy]-N-(1H-tetrazol-5-ylmethyl)-benzamide). Yield: 58.0%. As a reaction SMILES: CO[C:3](=O)[CH2:4][NH:5][C:6](=[O:37])[C:7]1[CH:12]=[C:11]([Cl:13])[C:10]([O:14][C:15]2[CH:20]=[CH:19][N:18]=[CH:17][C:16]=2[C:21]([N:23]2[C:32]3[C:27](=[CH:28][CH:29]=[CH:30][CH:31]=3)[N:26]([CH:33]3[CH2:35][CH2:34]3)[CH2:25][CH2:24]2)=[O:22])=[CH:9][C:8]=1[Cl:36].NCC1[NH:45][N:44]=[N:43][N:42]=1>>[Cl:36][C:8]1[CH:9]=[C:10]([O:14][C:15]2[CH:20]=[CH:19][N:18]=[CH:17][C:16]=2[C:21]([N:23]2[C:32]3[C:27](=[CH:28][CH:29]=[CH:30][CH:31]=3)[N:26]([CH:33]3[CH2:35][CH2:34]3)[CH2:25][CH2:24]2)=[O:22])[C:11]([Cl:13])=[CH:12][C:7]=1[C:6]([NH:5][CH2:4][C:3]1[NH:45][N:44]=[N:43][N:42]=1)=[O:37]. Procedure details: The title compound was prepared in analogy to Example 38, from 2,5-dichloro-4-[3-(4-cyclopropyl-3,4-dihydro-2H-quinoxaline-1-carbonyl)-pyridin-4-yloxy]-benzoic acid (Example 29, intermediate) and 5-(aminomethyl)-tetrazole (commercially available, CAS RN 31602-63-8) to provide 0.078 g (58%) of the title compound as a light yellow solid. MS (ESI): m/z=565.126 [M+H]+. Reactants: ClC1=CC(=NC=N1)N1N=C(N=C1N)NC1=CC=CC=C1 (1-(6-chloro-pyrimidin-4-yl)-N3-phenyl-1H-[1,2,4]triazole-3,5-diamine), N1CCNCC1 (piperazine), O (water). Run in CN1CCCC1=O (NMP). Reaction conditions: temperature 220 celsius. The product is C1(=CC=CC=C1)NC1=NN(C(=N1)N)C1=NC=NC(=C1)N1CCNCC1 (N3-Phenyl-1-(6-piperazin-1-yl-pyrimidin-4-yl)-1H-[1,2,4]triazole-3,5-diamine). RXN SMILES: Cl[C:2]1[N:7]=[CH:6][N:5]=[C:4]([N:8]2[C:12]([NH2:13])=[N:11][C:10]([NH:14][C:15]3[CH:20]=[CH:19][CH:18]=[CH:17][CH:16]=3)=[N:9]2)[CH:3]=1.[NH:21]1[CH2:26][CH2:25][NH:24][CH2:23][CH2:22]1.O>CN1C(=O)CCC1>[C:15]1([NH:14][C:10]2[N:11]=[C:12]([NH2:13])[N:8]([C:4]3[CH:3]=[C:2]([N:21]4[CH2:26][CH2:25][NH:24][CH2:23][CH2:22]4)[N:7]=[CH:6][N:5]=3)[N:9]=2)[CH:20]=[CH:19][CH:18]=[CH:17][CH:16]=1. Reported procedure: To a solution of 200 mg of 1-(6-chloro-pyrimidin-4-yl)-N3-phenyl-1H-[1,2,4]triazole-3,5-diamine (0.69 mMol, 1 equiv) in 5 mL of NMP was added 200 mg of piperazine (2.32 mMol, 3.3 equiv). The reaction vessel was sealed and warmed to 220° C. via microwave irradiation for 6 min and allowed to cool. The resulting solution was poured into 50 mL of water and the precipitate was filtered and washed with water (3×20 mL). The resulting waxy solid (150 mg) was used without further purification. Reactants: C(=O)(C(F)(F)F)O (TFA), NC(C(C)C1=C(CCC2=NC(=NC=C2C(F)(F)F)NC=2C=CC(=NC2)C2CCN(CC2)C(=O)OC(C)(C)C)C=CC=C1)=O (tert-butyl 4-(5-((4-(2-(1-amino-1-oxopropan-2-yl)phenethyl)-5-(trifluoromethyl)pyrimidin-2-yl)amino)pyridin-2-yl)piperidine-1-carboxylate). Run in C(Cl)Cl (DCM). Conditions: time 2 hour. Product: N1CCC(CC1)C1=CC=C(C=N1)NC1=NC=C(C(=N1)CCC1=C(C=CC=C1)C(C(=O)N)C)C(F)(F)F (2-(2-(2-(2-((6-(Piperidin-4-yl)pyridin-3-yl)amino)-5-(trifluoromethyl)pyrimidin-4-yl)ethyl)phenyl)propanamide). Isolated yield 134.0%. As a reaction SMILES: C(O)(C(F)(F)F)=O.[NH2:8][C:9](=[O:50])[CH:10]([C:12]1[CH:49]=[CH:48][CH:47]=[CH:46][C:13]=1[CH2:14][CH2:15][C:16]1[C:21]([C:22]([F:25])([F:24])[F:23])=[CH:20][N:19]=[C:18]([NH:26][C:27]2[CH:28]=[CH:29][C:30]([CH:33]3[CH2:38][CH2:37][N:36](C(OC(C)(C)C)=O)[CH2:35][CH2:34]3)=[N:31][CH:32]=2)[N:17]=1)[CH3:11]>C(Cl)Cl>[NH:36]1[CH2:37][CH2:38][CH:33]([C:30]2[N:31]=[CH:32][C:27]([NH:26][C:18]3[N:17]=[C:16]([CH2:15][CH2:14][C:13]4[CH:46]=[CH:47][CH:48]=[CH:49][C:12]=4[CH:10]([CH3:11])[C:9]([NH2:8])=[O:50])[C:21]([C:22]([F:24])([F:23])[F:25])=[CH:20][N:19]=3)=[CH:28][CH:29]=2)[CH2:34][CH2:35]1. Reported procedure: TFA (0.50 mL, 6.5 mmol) was added to tert-butyl 4-(5-((4-(2-(1-amino-1-oxopropan-2-yl)phenethyl)-5-(trifluoromethyl)pyrimidin-2-yl)amino)pyridin-2-yl)piperidine-1-carboxylate A72 (0.060 g, 0.099 mmol) in DCM (5 mL) and the mixture was stirred for 2 hours. The mixture was concentrated under reduced pressure and quenched with 25% aq. NaOH (20 mL). The aqueous phase was extracted with EtOAc (3×20 mL) before the combined organics were dried (phase separation cartridge) and concentrated under reduced... The reactants are NC1=NC=C(C=C1)OCC1=CC=C(C=C1)Cl (2-amino-5-(4-chlorobenzyloxy)pyridine), C1(C2=C(C(=O)O1)CCCC2)=O (3,4,5,6-tetrahydrophthalic anhydride). Yields the product ClC1=CC=C(COC=2C=CC(=NC2)N2C(C3=C(C2=O)CCCC3)=O)C=C1 (N-[5-(4-chlorobenzyloxy)-2-pyridyl]-3,4,5,6-tetrahydrophthalimide). Reaction SMILES: [NH2:1][C:2]1[CH:7]=[CH:6][C:5]([O:8][CH2:9][C:10]2[CH:15]=[CH:14][C:13]([Cl:16])=[CH:12][CH:11]=2)=[CH:4][N:3]=1.[C:17]1(=O)[O:22][C:20](=[O:21])[C:19]2[CH2:23][CH2:24][CH2:25][CH2:26][C:18]1=2>>[Cl:16][C:13]1[CH:14]=[CH:15][C:10]([CH2:9][O:8][C:5]2[CH:6]=[CH:7][C:2]([N:1]3[C:20](=[O:21])[C:19]4[CH2:23][CH2:24][CH2:25][CH2:26][C:18]=4[C:17]3=[O:22])=[N:3][CH:4]=2)=[CH:11][CH:12]=1. Procedure details: The compound, 2-amino-5-(4-chlorobenzyloxy)pyridine is reacted with 3,4,5,6-tetrahydrophthalic anhydride using the procedure of Example 1 to yield N-[5-(4-chlorobenzyloxy)-2-pyridyl]-3,4,5,6-tetrahydrophthalimide. Yields the product FC1=CC=C(C=C1)C1(CCN(CC1)C)N=C=O (4-(4-fluorophenyl)-4-isocyanato-1-methylpiperidine). Reactants: Cl.FC1=CC=C(C=C1)C1(CCN(CC1)C)C(=O)O (4-(4-fluorophenyl)-1-methyl-4-piperidinecarboxylic acid hydrochloride), O (water), CCOC(=O)C (AcOEt), TEA, C1(=CC=CC=C1)P(=O)(C1=CC=CC=C1)N=[N+]=[N-] (diphenylphosphoryl azide). RXN SMILES: Cl.[F:2][C:3]1[CH:8]=[CH:7][C:6]([C:9]2(C(O)=O)[CH2:14][CH2:13][N:12]([CH3:15])[CH2:11][CH2:10]2)=[CH:5][CH:4]=1.C1(P([N:33]=[N+]=[N-])(C2C=CC=CC=2)=O)C=CC=CC=1.O.CCO[C:40](C)=[O:41]>C1(C)C=CC=CC=1>[F:2][C:3]1[CH:4]=[CH:5][C:6]([C:9]2([N:33]=[C:40]=[O:41])[CH2:10][CH2:11][N:12]([CH3:15])[CH2:13][CH2:14]2)=[CH:7][CH:8]=1 |f:0.1|. Reported procedure: 4-(4-fluorophenyl)-1-methyl-4-piperidinecarboxylic acid hydrochloride (273 mg) was dissolved in dry toluene (10 mL) and, under a Nitrogen athmosphere and at r.t., TEA (0.33 mL) and diphenylphosphoryl azide (0.34 mL) were added. The mixture was refluxed for 4 h. Then water and AcOEt were added; the organic phase was separated and washed with brine, dried and evaporated under vacuum to give a crude which was purified by flash chromatography (elution with DCM:MeOH 9:1) to afford the title compound ... Run in C1(=CC=CC=C1)C (toluene).